This data is from the Open Reaction Database (ORD), a public repository of structured organic reaction records. The task is: describe an organic reaction: reactants, conditions, products, and yield Reactants: ClN(C(CC1=CC=CC=C1)=O)C1C(N(C1)S(=O)(=O)O)=O (N-chloro-N-(2-oxo-1-sulfo-3-azetidinyl)-2-phenylacetamide), [K] (potassium), CN(C=O)C (dimethylformamide), P(=O)([O-])([O-])[O-].[K+].[K+].[K+] (potassium phosphate), C[O-].[Li+] (lithium methoxide). Solvent: CO (methanol). Run at temperature -78 celsius, time 15 minute. The product is C(CCC)[N+](CCCC)(CCCC)CCCC.COC1(C(N(C1)S(=O)(=O)O)=O)NC(CC1=CC=CC=C1)=O (N-(3-Methoxy-2-oxo-1-sulfo-3-azetidinyl)-2-phenylacetamide, tetrabutylammonium salt). As a reaction SMILES: [CH3:1][O-:2].[Li+].Cl[N:5]([CH:15]1[CH2:18][N:17]([S:19]([OH:22])(=[O:21])=[O:20])[C:16]1=[O:23])[C:6](=[O:14])[CH2:7][C:8]1[CH:13]=[CH:12][CH:11]=[CH:10][CH:9]=1.[K].P([O-])([O-])([O-])=O.[K+].[K+].[K+].[CH3:33][N:34]([CH3:37])[CH:35]=O>CO>[CH2:33]([N+:34]([CH2:37][CH2:16][CH2:15][CH3:18])([CH2:8][CH2:13][CH2:12][CH3:11])[CH2:35][CH2:9][CH2:10][CH3:11])[CH2:6][CH2:7][CH3:8].[CH3:1][O:2][C:15]1([NH:5][C:6](=[O:14])[CH2:7][C:8]2[CH:9]=[CH:10][CH:11]=[CH:12][CH:13]=2)[CH2:18][N:17]([S:19]([OH:22])(=[O:20])=[O:21])[C:16]1=[O:23] |f:0.1,4.5.6.7,10.11,^1:23|. Reported procedure: To a stirring solution of lithium methoxide (160 mg) in 5 ml of methanol cooled to -78° C. is added a solution of N-chloro-N-(2-oxo-1-sulfo-3-azetidinyl)-2-phenylacetamide, potassium salt (149 mg) in 10 ml of dry dimethylformamide. After addition is complete, the mixture is stirred for 15 minutes at -78° C., poured into 0.5N monobasic potassium phosphate solution (100 ml), and washed three times with methylene chloride. Tetrabutylammonium bisulfate (213 mg) is added to the aqueous layer, which i... Starting materials: ClCCl, CSc1nnc(N)c(=O)n1C, O=C(OO)c1cccc(Cl)c1. Product: Cn1c(S(C)=O)nnc(N)c1=O. As a reaction SMILES: [CH2:23]([Cl:24])[Cl:25].[NH2:1][c:2]1[c:3](=[O:11])[n:4]([CH3:10])[c:5]([S:8][CH3:9])[n:6][n:7]1.[OH:12][O:13][C:14]([c:15]1[cH:16][c:17]([Cl:18])[cH:19][cH:20][cH:21]1)=[O:22]>>[NH2:1][c:2]1[c:3](=[O:11])[n:4]([CH3:10])[c:5]([S:8]([CH3:9])=[O:12])[n:6][n:7]1. The reactants are C(=O)(OC(C)(C)C)N1CCN(CC1)C1=C(C=CC=C1)C=O (N-Boc-4-(2-formylphenyl)-piperazine), [NH4+].[Cl-] (NH4Cl), CN1C=NC=C1 (1-methyl imidazole), [Li]CCCC (n-BuLi), solution. Solvent: C1CCOC1 (THF), [Cl-].[Na+].O (brine), C1CCOC1 (THF), CCCCCC (hexane). Conditions: temperature 0 celsius, time 30 minute. Yields the product C(=O)(OC(C)(C)C)N1CCN(CC1)C1=C(C=CC=C1)C(C=1N(C=CN1)C)O (1-Boc-4-{2-[Hydroxy-(1-methyl-1H-imidazol-2-yl)-methyl]-phenyl}-piperazine). Isolated yield 159.0%. RXN SMILES: [CH3:1][N:2]1[CH:6]=[CH:5][N:4]=[CH:3]1.[Li]CCCC.[C:12]([N:19]1[CH2:24][CH2:23][N:22]([C:25]2[CH:30]=[CH:29][CH:28]=[CH:27][C:26]=2[CH:31]=[O:32])[CH2:21][CH2:20]1)([O:14][C:15]([CH3:18])([CH3:17])[CH3:16])=[O:13].[NH4+].[Cl-]>C1COCC1.CCCCCC.[Cl-].[Na+].O>[C:12]([N:19]1[CH2:20][CH2:21][N:22]([C:25]2[CH:30]=[CH:29][CH:28]=[CH:27][C:26]=2[CH:31]([OH:32])[C:3]2[N:2]([CH3:1])[CH:6]=[CH:5][N:4]=2)[CH2:23][CH2:24]1)([O:14][C:15]([CH3:18])([CH3:17])[CH3:16])=[O:13] |f:3.4,7.8.9|. Procedure: To a solution of 1-methyl imidazole (350 uL, 4.4 mmol) in 15 mL of THF at −78° C. was added n-BuLi (1.5 mL of a 1.6 M solution in hexane, 2.4 mmol). After stirring for about 30 minutes, the solution was warmed to about 0° C. and then stirred for about 15 minutes. The mixture was then cooled to about −78° C. A solution of N-Boc-4-(2-formylphenyl)-piperazine (580 mg, 1.0 mmol) in 5 mL of THF was added via cannula The solution was allowed to warm slowly to r.t. overnight. After addition of saturate...